From a dataset of the Open Reaction Database (ORD), a public repository of structured organic reaction records. describe an organic reaction: reactants, conditions, products, and yield The reactants are FC=1C2=C(C=C(C1F)OCO2)C (3,4-difluoromethylenedioxytoluene), BrN1C(CCC1=O)=O (N-bromosuccinimide), N(=NC(C#N)(C)C)C(C#N)(C)C (azobisisobutyronitrile). Solvent: C(Cl)(Cl)(Cl)Cl (CCl4). Product: FC=1C2=C(C(OCO2)Br)C=CC1F (3,4-Difluoromethylenedioxybenzyl bromide). Reaction SMILES: [F:1][C:2]1[C:3]2[O:11][CH2:10][O:9][C:6]([C:7]=1[F:8])=[CH:5][C:4]=2[CH3:12].[Br:13]N1C(=O)CCC1=O.N(C(C)(C)C#N)=NC(C)(C)C#N>C(Cl)(Cl)(Cl)Cl>[F:1][C:2]1[C:3]2[O:11][CH2:10][O:9][CH:12]([Br:13])[C:4]=2[CH:5]=[CH:6][C:7]=1[F:8]. Reported procedure: 172 g of 3,4-difluoromethylenedioxytoluene, 180 g of N-bromosuccinimide and a pinch of azobisisobutyronitrile were mixed with 1,000 ml of CCl4 and the mixture was heated to the boil for 5 hours. After cooling, it was filtered, the material on the filter was rinsed with a little CCl4 and the filtrate was distilled. 3,4-Difluoromethylenedioxybenzyl bromide of boiling point 108°-111° C./15 mm Hg was obtained. RXN SMILES: [CH3:37][CH2:38][O:39][C:40](=[O:41])[CH3:42].[CH3:43][C:44]#[N:45].[CH:19]1([CH2:22][O:23][c:24]2[c:25]([C:26](=[O:27])[OH:28])[cH:29][c:30]([S:33](=[O:34])(=[O:35])[CH3:36])[cH:31][cH:32]2)[CH2:20][CH2:21]1.[Cl:2][c:3]1[cH:4][c:5]2[cH:6][cH:7][c:8]([N:13]3[CH2:14][CH2:15][NH:16][CH2:17][CH2:18]3)[n:9][c:10]2[cH:11][cH:12]1.[ClH:1]>>[Cl:2][c:3]1[cH:4][c:5]2[cH:6][cH:7][c:8]([N:13]3[CH2:14][CH2:15][N:16]([C:26]([c:25]4[c:24]([O:23][CH2:22][CH:19]5[CH2:20][CH2:21]5)[cH:32][cH:31][c:30]([S:33](=[O:34])(=[O:35])[CH3:36])[cH:29]4)=[O:27])[CH2:17][CH2:18]3)[n:9][c:10]2[cH:11][cH:12]1. Yields the product CS(=O)(=O)c1ccc(OCC2CC2)c(C(=O)N2CCN(c3ccc4cc(Cl)ccc4n3)CC2)c1. The reactants are CCOC(C)=O, CC#N, CS(=O)(=O)c1ccc(OCC2CC2)c(C(=O)O)c1, Clc1ccc2nc(N3CCNCC3)ccc2c1, Cl.